Dataset: the Open Reaction Database (ORD), a public repository of structured organic reaction records. Task: describe an organic reaction: reactants, conditions, products, and yield Procedure: According to the procedure for Intermediate 90.2, Intermediate 91.1 (100 mg, 0.412 mmol) afforded 165 mg of Intermediate 91.2 as an off-white solid. Yields the product ClC=1C=CC=C2C=CC(=NC12)N(C1=CC=C(C#N)C=C1)CC1=C(C(=CC(=C1)OCC)OC(C)C)F (4-((8-chloroquinolin-2-yl)(5-ethoxy-2-fluoro-3-isopropoxyphenyl)methylamino)benzonitrile). Reaction SMILES: [Cl:1][C:2]1[CH:3]=[C:4]2[C:9](=[CH:10][CH:11]=1)[N:8]=[C:7]([N:12]([CH2:21][C:22]1[CH:27]=[C:26]([O:28][CH2:29][CH3:30])[CH:25]=[C:24]([O:31][CH:32]([CH3:34])[CH3:33])[C:23]=1[F:35])[C:13]1[CH:20]=[CH:19][C:16]([C:17]#[N:18])=[CH:15][CH:14]=1)[CH:6]=[CH:5]2.BrC1C=CC2C(=C(Cl)C=CC=2)N=1>>[Cl:1][C:2]1[CH:11]=[CH:10][CH:9]=[C:4]2[C:3]=1[N:8]=[C:7]([N:12]([CH2:21][C:22]1[CH:27]=[C:26]([O:28][CH2:29][CH3:30])[CH:25]=[C:24]([O:31][CH:32]([CH3:33])[CH3:34])[C:23]=1[F:35])[C:13]1[CH:14]=[CH:15][C:16]([C:17]#[N:18])=[CH:19][CH:20]=1)[CH:6]=[CH:5]2. Reactants: ClC=1C=C2C=CC(=NC2=CC1)N(C1=CC=C(C#N)C=C1)CC1=C(C(=CC(=C1)OCC)OC(C)C)F (4-((6-chloroquinolin-2-yl)(5-ethoxy-2-fluoro-3-isopropoxyphenyl)methylamino)benzonitrile), BrC1=NC2=C(C=CC=C2C=C1)Cl (2-bromo-8-chloroquinoline). The reactants are [N+](=O)([O-])C1=CC=C(C=C1)/C=C/C=1N=C(SC1)NC(OCC1=CC=CC=C1)=O (benzyl 4-[(E)-2-(4-nitrophenyl)ethenyl]-1,3-thiazol-2-ylcarbamate). The reagents and catalysts are [Pd] (palladium on carbon). Solvent: CO (methanol). Conditions: time 8 hour. The product is NC1=CC=C(C=C1)CCC=1N=C(SC1)NC(OCC1=CC=CC=C1)=O (benzyl 4-[2-(4-aminophenyl)ethyl]-1,3-thiazol-2-ylcarbamate). Isolated yield 92.5%. Reaction SMILES: [N+:1]([C:4]1[CH:9]=[CH:8][C:7](/[CH:10]=[CH:11]/[C:12]2[N:13]=[C:14]([NH:17][C:18](=[O:27])[O:19][CH2:20][C:21]3[CH:26]=[CH:25][CH:24]=[CH:23][CH:22]=3)[S:15][CH:16]=2)=[CH:6][CH:5]=1)([O-])=O>[Pd].CO>[NH2:1][C:4]1[CH:9]=[CH:8][C:7]([CH2:10][CH2:11][C:12]2[N:13]=[C:14]([NH:17][C:18](=[O:27])[O:19][CH2:20][C:21]3[CH:22]=[CH:23][CH:24]=[CH:25][CH:26]=3)[S:15][CH:16]=2)=[CH:6][CH:5]=1. Reported procedure: A mixture of benzyl 4-[(E)-2-(4-nitrophenyl)ethenyl]-1,3-thiazol-2-ylcarbamate (1.4 g), palladium on carbon (140 mg) and methanol (2 ml) was stirred under hydrogen atmosphere (4 atm) at ambient temperature for 8 hours. The catalyst was filtered off, and the filtrate was concentrated in vacuo to give benzyl 4-[2-(4-aminophenyl)ethyl]-1,3-thiazol-2-ylcarbamate (1.2 g).